Dataset: the Open Reaction Database (ORD), a public repository of structured organic reaction records. Task: describe an organic reaction: reactants, conditions, products, and yield Starting materials: CC1=C(CCCC2=C1C=CC=C2)C(=O)OCC (Ethyl 9-methyl-6,7-dihydro-5H-benzocycloheptene-8-carboxylate), [OH-].[Na+] (sodium hydroxide). The solvent is C(C)O (ethanol). Conditions: temperature 70 celsius, time 5 hour. Yields the product CC1=C(CCCC2=C1C=CC=C2)C(=O)O (9-methyl-6,7-dihydro-5H-benzocycloheptene-8-carboxylic acid). The yield is 53.7%. Reaction SMILES: [CH3:1][C:2]1[C:8]2[CH:9]=[CH:10][CH:11]=[CH:12][C:7]=2[CH2:6][CH2:5][CH2:4][C:3]=1[C:13]([O:15]CC)=[O:14].[OH-].[Na+]>C(O)C>[CH3:1][C:2]1[C:8]2[CH:9]=[CH:10][CH:11]=[CH:12][C:7]=2[CH2:6][CH2:5][CH2:4][C:3]=1[C:13]([OH:15])=[O:14] |f:1.2|. Procedure details: Ethyl 9-methyl-6,7-dihydro-5H-benzocycloheptene-8-carboxylate (0.70 g, 3.04 mmol) was added to a mixture of a 2N aqueous sodium hydroxide solution and ethanol, and the resulting mixture was stirred at 70° C. for 5 hours. The reaction mixture was concentrated under reduced pressure and the resulting residue was dissolved in water and washed with ethyl acetate. The aqueous layer was acidified with 35% hydrochloric acid and extracted twice with diethyl ether, and the extract solution was washed wit... Starting materials: [OH-].[Na+] (NaOH), CC(C)(C)[O-].[K+] (KOtBu), CC(C)(C)[O-].[K+] (KOtBu), C(C)(C)(C)OC(=O)N1CCC(CC1)C1=NC=NC2=CC(=CC=C12)F (4-(7-Fluoro-quinazolin-4-yl)-piperidine-1-carboxylic acid tert-butyl ester), CN1CCN(CC1)CCCO (3-(4-methyl-piperazin-1-yl)-propan-1-ol), Cl (HCl), Cl (HCl). Solvent: C(Cl)Cl.CO (DCM MeOH), C1CCOC1 (THF). Reaction conditions: time 15 minute. Product: CN1CCN(CC1)CCCOC1=CC=C2C(=NC=NC2=C1)C1CCNCC1 (7-[3-(4-Methyl-piperazin-1-yl)-propoxy]-4-piperidin-4-yl-quinazoline). Yield: 108.0%. RXN SMILES: CC([O-])(C)C.[K+].C(OC([N:14]1[CH2:19][CH2:18][CH:17]([C:20]2[C:29]3[C:24](=[CH:25][C:26](F)=[CH:27][CH:28]=3)[N:23]=[CH:22][N:21]=2)[CH2:16][CH2:15]1)=O)(C)(C)C.[CH3:31][N:32]1[CH2:37][CH2:36][N:35]([CH2:38][CH2:39][CH2:40][OH:41])[CH2:34][CH2:33]1.Cl.[OH-].[Na+]>C1COCC1.C(Cl)Cl.CO>[CH3:31][N:32]1[CH2:37][CH2:36][N:35]([CH2:38][CH2:39][CH2:40][O:41][C:26]2[CH:25]=[C:24]3[C:29]([C:20]([CH:17]4[CH2:16][CH2:15][NH:14][CH2:19][CH2:18]4)=[N:21][CH:22]=[N:23]3)=[CH:28][CH:27]=2)[CH2:34][CH2:33]1 |f:0.1,5.6,8.9|. Reported procedure: Solid KOtBu (1.36 g, 12.1 mmol) was added in one portion under air to a homogeneous solution of 4-(7-Fluoro-quinazolin-4-yl)-piperidine-1-carboxylic acid tert-butyl ester (3.33 g, 10.1 mmol), as prepared in the preceding step, and commercial 3-(4-methyl-piperazin-1-yl)-propan-1-ol (1.50 g, 9.50 mmol) in dry THF (10 mL), while stirring on an ice bath. Following KOtBu addition, the ice bath was immediately removed, and the resulting homogeneous amber solution was stirred for 6 hr. 6 M aqueous HCl ... Reactants: CO, N, O=C1OC(C(Cl)(Cl)Cl)N2CCCC12CO. The product is NC(=O)C1(CO)CCCN1. As a reaction SMILES: [CH3:17][OH:18].[NH3:16].[OH:1][CH2:2][C:3]12[N:4]([CH:5]([C:8]([Cl:9])([Cl:10])[Cl:11])[O:6][C:7]1=[O:12])[CH2:13][CH2:14][CH2:15]2>>[OH:1][CH2:2][C:3]1([C:7](=[O:6])[NH2:16])[NH:4][CH2:13][CH2:14][CH2:15]1. The product is CC=1N=CN(C1)C=1C=CC(=C(C1)C)[N+](=O)[O-] (5-(4-methylimidazol-1-yl)-2-nitrotoluene). Reaction SMILES: F[C:2]1[CH:3]=[CH:4][C:5]([N+:9]([O-:11])=[O:10])=[C:6]([CH3:8])[CH:7]=1.[CH3:12][C:13]1[N:14]=[CH:15][NH:16][CH:17]=1.C(=O)([O-])[O-].[Na+].[Na+]>CC(C)=O>[CH3:12][C:13]1[N:14]=[CH:15][N:16]([C:2]2[CH:3]=[CH:4][C:5]([N+:9]([O-:11])=[O:10])=[C:6]([CH3:8])[CH:7]=2)[CH:17]=1 |f:2.3.4|. Run in CC(=O)C (dimethylformaldehyde). Procedure details: A mixture of 5-fluoro-2nitrotoluene (1.05 g), 4-methylimidazole (556 mg) and sodium carbonate (753 mg) in dimethylformaldehyde (23 ml) was heated under stirring for 36 hours. The reaction mixture was distilled under reduced pressure to remove solvent. The residue was dissolved in water and the solution was acidified with 4N HCl solution to pH 5 and extracted with chloroform. The water layer was made to pH 10 with 2.5N sodium hydroxide solution, extracted with chloroform, dried with MgSO4 and fil... Reaction conditions: time 36 hour. The yield is 74.1%. Reactants: FC=1C=CC(=C(C1)C)[N+](=O)[O-] (5-fluoro-2nitrotoluene), CC=1N=CNC1 (4-methylimidazole), C([O-])([O-])=O.[Na+].[Na+] (sodium carbonate).